This data is from the Open Reaction Database (ORD), a public repository of structured organic reaction records. The task is: describe an organic reaction: reactants, conditions, products, and yield The reactants are OC1=C(C(=C(C(=C1CC=C(C)C)O)CC=C(C)C)O)C(C)=O (1-[2,4,6-trihydroxy-3,5-di(3-methyl-2-buten-1-yl)phenyl]ethanone), C([O-])([O-])=O.[K+].[K+] (potassium carbonate), FC=1C=C(C(=O)Cl)C=CC1F (3,4-difluorobenzoyl chloride). Reagents/catalysts: CCCC[N+](CCCC)(CCCC)CCCC.[Br-] (TBAB). The solvent is C1(=CC=CC=C1)C (toluene). Product: FC=1C=C(C=CC1F)C=1OC2=C(C(C1)=O)C(=C(C(=C2CC=C(C)C)O)CC=C(C)C)O (2-(3,4-difluorophenyl)-5,7-dihydroxy-6,8-di(3-methyl-2-buten-1-yl)-4H-benzopyran-4-one). Isolated yield 2.4%. As a reaction SMILES: [OH:1][C:2]1[C:7]([CH2:8][CH:9]=[C:10]([CH3:12])[CH3:11])=[C:6]([OH:13])[C:5]([CH2:14][CH:15]=[C:16]([CH3:18])[CH3:17])=[C:4]([OH:19])[C:3]=1[C:20](=[O:22])[CH3:21].C(=O)([O-])[O-].[K+].[K+].[F:29][C:30]1[CH:31]=[C:32]([CH:36]=[CH:37][C:38]=1[F:39])[C:33](Cl)=O>CCCC[N+](CCCC)(CCCC)CCCC.[Br-].C1(C)C=CC=CC=1>[F:29][C:30]1[CH:31]=[C:32]([C:33]2[O:1][C:2]3[C:7]([CH2:8][CH:9]=[C:10]([CH3:12])[CH3:11])=[C:6]([OH:13])[C:5]([CH2:14][CH:15]=[C:16]([CH3:17])[CH3:18])=[C:4]([OH:19])[C:3]=3[C:20](=[O:22])[CH:21]=2)[CH:36]=[CH:37][C:38]=1[F:39] |f:1.2.3,5.6|. Procedure: Under nitrogen atmosphere, 1-[2,4,6-trihydroxy-3,5-di(3-methyl-2-buten-1-yl)phenyl]ethanone (300 mg, 0.986 mmol), anhydrous potassium carbonate powder (817 mg, 5.91 mmol), TBAB (tetrabutyl ammonium bromide, 477 mg, 1.47 mmol) and 3,4-difluorobenzoyl chloride (348 mg, 1.97 mmol) were dissolved in toluene (30 mL), and refluxed for 6 hours. After cooling, toluene was removed, and then water (20 mL) was added. The aqueous solution was extracted with ethyl acetate. The combined organic phase was wash... RXN SMILES: C[C@H]1CC[C@H]([C:8](=[CH:12][C:13]2[CH:18]=[CH:17][C:16]([O:19][CH2:20][CH2:21][N:22]([CH3:24])[CH3:23])=[C:15]([O:25][CH3:26])[CH:14]=2)[C:9]([NH2:11])=[O:10])CC1>[C].[Pd].CO>[CH3:12][C@H:13]1[CH2:18][CH2:17][C@H:16]([NH:11][C:9](=[O:10])[CH2:8][CH2:12][C:13]2[CH:18]=[CH:17][C:16]([O:19][CH2:20][CH2:21][N:22]([CH3:23])[CH3:24])=[C:15]([O:25][CH3:26])[CH:14]=2)[CH2:15][CH2:14]1 |f:1.2|. The solvent is CO (methanol). Reagents/catalysts: [C].[Pd] (palladium-carbon). Product: C[C@@H]1CC[C@H](CC1)NC(CCC1=CC(=C(C=C1)OCCN(C)C)OC)=O (N-(trans-4-methylcyclohexyl)-3-[4-(2-dimethylaminoethoxy)-3-methoxyphenyl]propionamide). Procedure details: Using 2 g of N-(trans-4-methylcyclohexyl-4-(2-dimethylaminoethoxy)-3-methoxycinnamamide (Example 139), 0.1 g of 10% palladium-carbon, and 100 ml of methanol, a reaction similar to that conducted in Example 147 was carried out. The product obtained was recrystallized from methylene chloride/ether, yielding 1.89 g of N-(trans-4-methylcyclohexyl)-3-[4-(2-dimethylaminoethoxy)-3-methoxyphenyl]propionamide (a compound of the present invention) as white crystal, which had the following physiochemical p... The reactants are C[C@@H]1CC[C@H](CC1)C(C(=O)N)=CC1=CC(=C(C=C1)OCCN(C)C)OC (trans-4-methylcyclohexyl-4-(2-dimethylaminoethoxy)-3-methoxycinnamamide). The reactants are BrC=1C=C(C=NC1Cl)C(=O)O (5-bromo-6-chloro-3-pyridinecarboxylic acid), NC[C@@H]1[C@@H](CCCC1)O (cis-2-aminomethyl-1-cyclohexanol), CN1N=CN=C1CO (1-methyl-1H-1,2,4-triazole-5-methanol), ClC1=CC=C(C=C1)B(O)O ((4-chloro-phenyl)-boronic acid). The product is ClC1=CC=C(C=C1)C=1C(=NC=C(C(=O)NC[C@H]2[C@H](CCCC2)O)C1)OCC=1N(N=CN1)C (racemic cis-5-(4-chloro-phenyl)-N-(2-hydroxy-cyclohexylmethyl)-6-(2-methyl-2H-[1,2,4]triazol-3-ylmethoxy)-nicotinamide). Reaction SMILES: Br[C:2]1[CH:3]=[C:4]([C:9]([OH:11])=O)[CH:5]=[N:6][C:7]=1Cl.[CH3:12][N:13]1[C:17]([CH2:18][OH:19])=[N:16][CH:15]=[N:14]1.[Cl:20][C:21]1[CH:26]=[CH:25][C:24](B(O)O)=[CH:23][CH:22]=1.[NH2:30][CH2:31][C@H:32]1[CH2:37][CH2:36][CH2:35][CH2:34][C@H:33]1[OH:38]>>[Cl:20][C:21]1[CH:26]=[CH:25][C:24]([C:2]2[C:7]([O:19][CH2:18][C:17]3[N:13]([CH3:12])[N:14]=[CH:15][N:16]=3)=[N:6][CH:5]=[C:4]([CH:3]=2)[C:9]([NH:30][CH2:31][C@@H:32]2[CH2:37][CH2:36][CH2:35][CH2:34][C@@H:33]2[OH:38])=[O:11])=[CH:23][CH:22]=1. Procedure: The title compound was synthesized in analogy to Example 75, using 5-bromo-6-chloro-3-pyridinecarboxylic acid, 1-methyl-1H-1,2,4-triazole-5-methanol, (4-chloro-phenyl)-boronic acid and cis-2-aminomethyl-1-cyclohexanol as starting materials to yield racemic cis-5-(4-chloro-phenyl)-N-(2-hydroxy-cyclohexylmethyl)-6-(2-methyl-2H-[1,2,4]triazol-3-ylmethoxy)-nicotinamide, MS (ISP) 456.3 (M+H)+. The solvent is C1(=CC=CC=C1)C (toluene). Reagents/catalysts: C=1C=CC(=CC1)/C=C/C(=O)/C=C/C2=CC=CC=C2.C=1C=CC(=CC1)/C=C/C(=O)/C=C/C2=CC=CC=C2.C=1C=CC(=CC1)/C=C/C(=O)/C=C/C2=CC=CC=C2.[Pd].[Pd] (tris(dibenzylideneacetone)dipalladium), C1(CCCCC1)P(C1=C(C=CC=C1)C1=C(C=CC=C1OC)OC)C1CCCCC1 (dicyclohexyl(2′,6′-dimethoxy-[1,1′-biphenyl]-2-yl)phosphine). Run at temperature 100 celsius, time 2 hour. Yields the product C1(CC1)C1=C(C=C(C(=C1)C=O)OCC)C1=C(C=C(C=C1)F)F (2-Cyclopropyl-5-ethoxy-2′,4′-difluorobiphenyl-4-carbaldehyde). Yield: 91.5%. Reported procedure: A mixture of 2-bromo-5-ethoxy-2′,4′-difluorobiphenyl-4-carbaldehyde (5.70 g), cyclopropylboronic acid (2.15 g), dicyclohexyl(2′,6′-dimethoxy-[1,1′-biphenyl]-2-yl)phosphine (549 mg), tris(dibenzylideneacetone)dipalladium (0) (612 mg) and 2 M aqueous sodium carbonate solution (25.1 mL) in toluene (50 mL) was stirred at 100° C. for 2 hours under nitrogen atmosphere. The mixture was poured into water at room temperature and extracted with ethyl acetate. The organic layer was separated, washed with b... RXN SMILES: Br[C:2]1[CH:7]=[C:6]([CH:8]=[O:9])[C:5]([O:10][CH2:11][CH3:12])=[CH:4][C:3]=1[C:13]1[CH:18]=[CH:17][C:16]([F:19])=[CH:15][C:14]=1[F:20].[CH:21]1(B(O)O)[CH2:23][CH2:22]1.C(=O)([O-])[O-].[Na+].[Na+].O>C1(C)C=CC=CC=1.C1C=CC(/C=C/C(/C=C/C2C=CC=CC=2)=O)=CC=1.C1C=CC(/C=C/C(/C=C/C2C=CC=CC=2)=O)=CC=1.C1C=CC(/C=C/C(/C=C/C2C=CC=CC=2)=O)=CC=1.[Pd].[Pd].C1(P(C2CCCCC2)C2C=CC=CC=2C2C(OC)=CC=CC=2OC)CCCCC1>[CH:21]1([C:2]2[CH:7]=[C:6]([CH:8]=[O:9])[C:5]([O:10][CH2:11][CH3:12])=[CH:4][C:3]=2[C:13]2[CH:18]=[CH:17][C:16]([F:19])=[CH:15][C:14]=2[F:20])[CH2:23][CH2:22]1 |f:2.3.4,7.8.9.10.11|. Starting materials: BrC1=C(C=C(C(=C1)C=O)OCC)C1=C(C=C(C=C1)F)F (2-bromo-5-ethoxy-2′,4′-difluorobiphenyl-4-carbaldehyde), C1(CC1)B(O)O (cyclopropylboronic acid), C([O-])([O-])=O.[Na+].[Na+] (sodium carbonate), O (water). Reactants: O1CCN(CC1)C=1C(=NC2=CC=C(C=C2C1)B1OC(C(O1)(C)C)(C)C)N (3-morpholino-6-(4,4,5,5-tetramethyl-1,3,2-dioxaborolan-2-yl)quinolin-2-amine), P(=O)([O-])([O-])[O-].[K+].[K+].[K+] (potassium phosphate), C1(CCCCC1)P(C1=C(C=CC=C1)C1=C(C=C(C=C1C(C)C)C(C)C)C(C)C)C1CCCCC1 (dicyclohexyl(2′,4′,6′-triisopropylbiphenyl-2-yl)phosphine), BrC1=C(C=CC=C1C)C=1OC(=CN1)C (2-(2-bromo-3-methylphenyl)-5-methyloxazole). The reagents and catalysts are C=1C=CC(=CC1)/C=C/C(=O)/C=C/C2=CC=CC=C2.C=1C=CC(=CC1)/C=C/C(=O)/C=C/C2=CC=CC=C2.C=1C=CC(=CC1)/C=C/C(=O)/C=C/C2=CC=CC=C2.[Pd].[Pd] (Pd2 dba3). Reaction conditions: temperature 130 celsius. Yields the product CC1=C(C(=CC=C1)C=1OC(=CN1)C)C=1C=C2C=C(C(=NC2=CC1)N)N1CCOCC1 (6-(2-methyl-6-(5-methyloxazol-2-yl)phenyl)-3-morpholinoquinolin-2-amine). Reaction SMILES: [O:1]1[CH2:6][CH2:5][N:4]([C:7]2[C:8]([NH2:26])=[N:9][C:10]3[C:15]([CH:16]=2)=[CH:14][C:13](B2OC(C)(C)C(C)(C)O2)=[CH:12][CH:11]=3)[CH2:3][CH2:2]1.P([O-])([O-])([O-])=O.[K+].[K+].[K+].C1(P(C2CCCCC2)C2C=CC=CC=2C2C(C(C)C)=CC(C(C)C)=CC=2C(C)C)CCCCC1.Br[C:70]1[C:75]([CH3:76])=[CH:74][CH:73]=[CH:72][C:71]=1[C:77]1[O:78][C:79]([CH3:82])=[CH:80][N:81]=1>C1C=CC(/C=C/C(/C=C/C2C=CC=CC=2)=O)=CC=1.C1C=CC(/C=C/C(/C=C/C2C=CC=CC=2)=O)=CC=1.C1C=CC(/C=C/C(/C=C/C2C=CC=CC=2)=O)=CC=1.[Pd].[Pd]>[CH3:76][C:75]1[CH:74]=[CH:73][CH:72]=[C:71]([C:77]2[O:78][C:79]([CH3:82])=[CH:80][N:81]=2)[C:70]=1[C:13]1[CH:14]=[C:15]2[C:10](=[CH:11][CH:12]=1)[N:9]=[C:8]([NH2:26])[C:7]([N:4]1[CH2:3][CH2:2][O:1][CH2:6][CH2:5]1)=[CH:16]2 |f:1.2.3.4,7.8.9.10.11|. Procedure details: A glass microwave reaction vessel was charged with 3-morpholino-6-(4,4,5,5-tetramethyl-1,3,2-dioxaborolan-2-yl)quinolin-2-amine (0.055 g, 0.155 mmol, prepared as in Example 2, Step 1-2), potassium phosphate (0.131 g, 0.619 mmol), dicyclohexyl(2′,4′,6′-triisopropylbiphenyl-2-yl)phosphine (0.015 g, 0.031 mmol), Pd2 dba3 (0.142 g, 0.155 mmol), and 2-(2-bromo-3-methylphenyl)-5-methyloxazole (0.078 g, 0.310 mmol). The vessel was evacuated and flushed with N2 3× before dioxane (1.00 mL) and water (0.5... Starting materials: FC1=CC=C(C=C1)N1CCNCC1 (1-(4-fluorophenyl)piperazine), C1(=C(C=CC=C1)CN1CCN(CC1)C1=CC=CC=C1)C1=CC=CC=C1 (1-(biphenyl-2-ylmethyl)-4-phenylpiperazine), C1(=CC(=CC=C1)C=O)C1=CC=CC=C1 (biphenyl-3-carbaldehyde), [BH-](OC(=O)C)(OC(=O)C)OC(=O)C.[Na+] (NaBH(OAc)3). The product is C1(=CC(=CC=C1)CN1CCN(CC1)C1=CC=C(C=C1)F)C1=CC=CC=C1 (1-(biphenyl-3-ylmethyl)-4-(4-fluorophenyl)piperazine). Reaction SMILES: [F:1][C:2]1[CH:7]=[CH:6][C:5]([N:8]2[CH2:13][CH2:12][NH:11][CH2:10][CH2:9]2)=[CH:4][CH:3]=1.[C:14]1([C:22]2[CH:27]=[CH:26][CH:25]=[CH:24][CH:23]=2)[CH:19]=[CH:18][CH:17]=[C:16]([CH:20]=O)[CH:15]=1.[BH-](OC(C)=O)(OC(C)=O)OC(C)=O.[Na+].C1(C2C=CC=CC=2)C=CC=CC=1CN1CCN(C2C=CC=CC=2)CC1>>[C:14]1([C:22]2[CH:23]=[CH:24][CH:25]=[CH:26][CH:27]=2)[CH:19]=[CH:18][CH:17]=[C:16]([CH2:20][N:11]2[CH2:12][CH2:13][N:8]([C:5]3[CH:4]=[CH:3][C:2]([F:1])=[CH:7][CH:6]=3)[CH2:9][CH2:10]2)[CH:15]=1 |f:2.3|. Reported procedure: 74.7 mg of the target compound (0.22 mmol, 26.8%) was obtained using 1-(4-fluorophenyl)piperazine (296 mg, 1.64 mmol), biphenyl-3-carbaldehyde (150 mg, 0.82 mmol) and NaBH(OAc)3 (529 mg, 2.46 mmol) according to the synthesis method of Compound 1.